The task is: describe an organic reaction: reactants, conditions, products, and yield. This data is from the Open Reaction Database (ORD), a public repository of structured organic reaction records. Starting materials: ClC1=C(N)C=CC(=C1)C (2-chloro-4-methyl-aniline), ClCCCCS(=O)(=O)Cl (4-chlorobutyl-sulphonic acid chloride), O (water). The solvent is N1=CC=CC=C1 (pyridine). Reaction conditions: time 16 hour. Yields the product ClC1=C(NS(=O)(=O)CCCCCl)C=CC(=C1)C (2-chloro-N-(4-chlorobutyl-sulphonyl)-4-methyl-aniline). Reaction SMILES: [Cl:1][C:2]1[CH:8]=[C:7]([CH3:9])[CH:6]=[CH:5][C:3]=1[NH2:4].[Cl:10][CH2:11][CH2:12][CH2:13][CH2:14][S:15](Cl)(=[O:17])=[O:16].O>N1C=CC=CC=1>[Cl:1][C:2]1[CH:8]=[C:7]([CH3:9])[CH:6]=[CH:5][C:3]=1[NH:4][S:15]([CH2:14][CH2:13][CH2:12][CH2:11][Cl:10])(=[O:17])=[O:16]. Procedure: 1.30 ml (10.7 mmol) 2-chloro-4-methyl-aniline are placed in 30 ml of pyridine, combined with 2.67 g (10.5 mmol) 75% m 4-chlorobutyl-sulphonic acid chloride and stirred for 16 hours at ambient temperature. The reaction mixture is poured into water and extracted with ethyl acetate. The combined organic phases are washed with 6-molar hydrochloric acid, dried over sodium sulphate and evaporated down i. vac. The residue is purified by chromatography on silica gel (eluting gradient: petroleum ether/et... The reactants are inden-8-one, CC=1C(=CC=2C(C3C(C2C1)CCC3)=O)[N+](=O)[O-] (5-methyl-6-nitro-2,3,3a,8a-tetrahydro-1H-cyclopent[a]inden-8-one), S(=O)(=O)([O-])[O-].O[NH3+].O[NH3+] (hydroxylammonium sulfate), C(C)(=O)[O-].[Na+] (sodium acetate). The solvent is C1CCOC1.C(C)O.O (THF ethanol water). Conditions: temperature 60 celsius, time 6 hour. Product: CC1=CC=2C3C(C(NC2C=C1[N+](=O)[O-])=O)CCC3.[N+](=O)([O-])C=3C=CC=1C2C(C(NC1C3)=O)CCC2 (7-Nitro-1,2,3,3a,5,9b-hexahydrocyclopenta[c]quinolin-4-one 8-Methyl-7-nitro-1,2,3,3a,5,9b-hexahydrocyclopenta[c]quinolin-4-one). RXN SMILES: [CH3:1][C:2]1[C:3]([N+:15]([O-:17])=[O:16])=[CH:4][C:5]2[C:6](=[O:14])[CH:7]3[CH2:13][CH2:12][CH2:11][CH:8]3[C:9]=2[CH:10]=1.S([O-])([O-])(=O)=O.O[NH3+:24].O[NH3+].C([O-])(=O)C.[Na+]>C1COCC1.C(O)C.O>[CH3:1][C:2]1[C:3]([N+:15]([O-:17])=[O:16])=[CH:4][C:5]2[NH:24][C:6](=[O:14])[CH:7]3[CH2:13][CH2:12][CH2:11][CH:8]3[C:9]=2[CH:10]=1.[N+:15]([C:3]1[CH:2]=[CH:10][C:9]2[CH:8]3[CH2:11][CH2:12][CH2:13][CH:7]3[C:6](=[O:14])[NH:24][C:5]=2[CH:4]=1)([O-:17])=[O:16] |f:1.2.3,4.5,6.7.8,9.10|. Procedure: The mixture that consists of 6-nitro-2,3,3a,8a-tetrahydro-1H-cyclopentta]inden-8-one and 5-methyl-6-nitro-2,3,3a,8a-tetrahydro-1H-cyclopent[a]inden-8-one (3.76 g) is dissolved with hydroxylammonium sulfate (5.58 g, 34 mmol) and sodium acetate (9.25 g, 68 mmol) in THF-ethanol-water 1:1:1 (180 ml). The batch is stirred for 6 hours at 60° C., left for three days at room temperature, concentrated by evaporation, diluted with ether, washed with saturated NaCl, dried (Na2SO4) and concentrated by evapo... Starting materials: OC1=CC=C(C=O)C=C1 (4-Hydroxybenzaldehyde), C(C)C(CBr)CCCC (2-ethylhexylbromide), CN(C=O)C (dimethylformamide), C([O-])([O-])=O.[K+].[K+] (potassium carbonate). The solvent is O (water). Yields the product C(C)C(COC1=CC=C(C=O)C=C1)CCCC (4-[(2-ethylhexyl)oxy]benzaldehyde). RXN SMILES: [OH:1][C:2]1[CH:9]=[CH:8][C:5]([CH:6]=[O:7])=[CH:4][CH:3]=1.[CH2:10]([CH:12]([CH2:15][CH2:16][CH2:17][CH3:18])[CH2:13]Br)[CH3:11].CN(C)C=O.C(=O)([O-])[O-].[K+].[K+]>O>[CH2:10]([CH:12]([CH2:15][CH2:16][CH2:17][CH3:18])[CH2:13][O:1][C:2]1[CH:9]=[CH:8][C:5]([CH:6]=[O:7])=[CH:4][CH:3]=1)[CH3:11] |f:3.4.5|. Procedure: 4-Hydroxybenzaldehyde (61 g) and 2-ethylhexylbromide (106 g) were added to 150 ml of dimethylformamide containing 138 g of potassium carbonate. The mixture was refluxed overnight and then poured into a volume of cold water and extracted with ethyl acetate. The extract was dried, evaporated and distilled (0.1 millimeter vacuum) to yield 4-[(2-ethylhexyl)oxy]benzaldehyde, boiling point (b.p.) 118°-121° C. The reactants are CI (methyl iodide), CI (methyl iodide), CC(C)([O-])C.[K+] (potassium-tert-butoxide), CC(C)([O-])C.[K+] (potassium-tert-butoxide), IC1=CC=2CC3=CC=CC=C3C2C=C1 (2-iodofluorene). Run in 114, CS(=O)C (dimethyl sulfoxide), O1CCCC1 (tetrahydrofuran). Reaction conditions: temperature 25 celsius, time 10 minute. The product is 21, CC1(C2=CC=CC=C2C=2C=CC(=CC12)I)C (9,9-dimethyl-2-iodofluorene). As a reaction SMILES: [I:1][C:2]1[CH:14]=[CH:13][C:12]2[C:11]3C(=[CH:7][CH:8]=[CH:9][CH:10]=3)C[C:4]=2[CH:3]=1.[CH3:15][C:16]([CH3:19])([O-])[CH3:17].[K+].CI>CS(C)=O.O1CCCC1>[CH3:15][C:16]1([CH3:19])[C:4]2[CH:3]=[C:2]([I:1])[CH:14]=[CH:13][C:12]=2[C:11]2[C:17]1=[CH:7][CH:8]=[CH:9][CH:10]=2 |f:1.2|. Procedure: 20 parts of 2-iodofluorene was dissolved in a mixed solution of 114 parts of dimethyl sulfoxide (DMSO) and 23 parts of tetrahydrofuran (THF), and the thus obtained mixture was then stirred at 25° C. for 10 minutes. Thereafter, while stirring, 8.7 parts of potassium-tert-butoxide was added to the mixture. Twenty minutes later, 13.2 parts of methyl iodide was added to the mixture, and further twenty minutes later, 8.7 parts of potassium-tert-butoxide was added thereto. Further, twenty minutes late... Reactants: Brc1ccc(Br)nc1, CN(C)C=O, C[S-], [Na+], O. Product: CSc1ccc(Br)cn1. RXN SMILES: [Br:1][c:2]1[n:3][cH:4][c:5]([Br:8])[cH:6][cH:7]1.[CH3:13][N:14]([CH3:15])[CH:16]=[O:17].[CH3:9][S-:10].[Na+:11].[OH2:12]>>[c:2]1([S:10][CH3:9])[n:3][cH:4][c:5]([Br:8])[cH:6][cH:7]1. Reactants: FC(C=1C=C(C(C(=O)O)=CC1)N)(F)F (4-(trifluoromethyl)anthranilic acid), C(C)(=O)O (acetic acid), Br (hydrobromic acid), cuprous bromide, Br (hydrobromic acid), ice, N(=O)[O-].[Na+] (sodium nitrite). Solvent: O (water), O (water). Conditions: temperature -10 celsius, time 2 hour. The product is BrC1=C(C(=O)O)C=CC(=C1)C(F)(F)F (2-bromo-4-(trifluoromethyl)benzoic acid). The yield is 80.0%. As a reaction SMILES: [F:1][C:2]([F:14])([F:13])[C:3]1[CH:4]=[C:5](N)[C:6](=[CH:10][CH:11]=1)[C:7]([OH:9])=[O:8].C(O)(=O)C.N([O-])=O.[Na+].[BrH:23]>O>[Br:23][C:5]1[CH:4]=[C:3]([C:2]([F:14])([F:13])[F:1])[CH:11]=[CH:10][C:6]=1[C:7]([OH:9])=[O:8] |f:2.3|. Procedure details: 205 g (1 mol) of 4-(trifluoromethyl)anthranilic acid, 600 ml of glacial acetic acid and 400 ml of 47% hydrobromic acid are introduced successively into a three-liter round-bottomed flask. After dissolution, the reaction mixture is cooled to -10° C., diluted with 400 ml of water and then treated dropwise with a solution of 69 g (1 mol) of sodium nitrite in 200 ml of water while maintaining the temperature below 0° C. When the addition is finished, the reaction mixture is stirred at 0° C. for 2 ho...